Dataset: the Open Reaction Database (ORD), a public repository of structured organic reaction records. Task: describe an organic reaction: reactants, conditions, products, and yield Reactants: ClCCl, CCCc1c(CO)ncn1S(=O)(=O)N(C)C, O=S(Cl)Cl. Yields the product CCCc1c(CCl)ncn1S(=O)(=O)N(C)C. RXN SMILES: [Cl:21][CH2:22][Cl:23].[OH:5][CH2:6][c:7]1[n:8][cH:9][n:10]([S:15](=[O:16])(=[O:17])[N:18]([CH3:19])[CH3:20])[c:11]1[CH2:12][CH2:13][CH3:14].[S:1]([Cl:2])([Cl:3])=[O:4]>>[Cl:3][CH2:6][c:7]1[n:8][cH:9][n:10]([S:15](=[O:16])(=[O:17])[N:18]([CH3:19])[CH3:20])[c:11]1[CH2:12][CH2:13][CH3:14].